From a dataset of the Open Reaction Database (ORD), a public repository of structured organic reaction records. describe an organic reaction: reactants, conditions, products, and yield The reactants are C1CCOC1, COC(=O)c1cc2c(cc1OC)CCC2=O, [Li+], [OH-], O, O. The product is COc1cc2c(cc1C(=O)O)C(=O)CC2. RXN SMILES: [CH2:20]1[O:21][CH2:22][CH2:23][CH2:24]1.[CH3:1][O:2][C:3](=[O:4])[c:5]1[cH:6][c:7]2[c:11]([cH:12][c:13]1[O:14][CH3:15])[CH2:10][CH2:9][C:8]2=[O:16].[Li+:18].[OH-:17].[OH2:19].[OH2:25]>>[O:2]=[C:3]([OH:4])[c:5]1[cH:6][c:7]2[c:11]([cH:12][c:13]1[O:14][CH3:15])[CH2:10][CH2:9][C:8]2=[O:16].